From a dataset of the Open Reaction Database (ORD), a public repository of structured organic reaction records. describe an organic reaction: reactants, conditions, products, and yield The reactants are Cl (hydrochloric acid), C(\C=C/C(=O)O)(=O)O.NCCON=C(CCCCCl)C1=CC=C(C=C1)C(F)(F)F (5-chloro-4'-trifluoromethylvalerophenone O-(2-aminoethyl) oxime maleate), 240, [Na] (sodium). Run in C(C)O (ethanol). Reaction conditions: temperature 70 celsius. Product: C(\C=C\C(=O)O)(=O)O.NCCON=C(CCCCOCC)C1=CC=C(C=C1)C(F)(F)F (5-Ethoxy-4'-trifluoromethylvalerophenone O-(2-aminoethyl)oxime fumarate). RXN SMILES: [C:1]([OH:8])(=[O:7])/[CH:2]=[CH:3]\[C:4]([OH:6])=[O:5].[NH2:9][CH2:10][CH2:11][O:12][N:13]=[C:14]([C:20]1[CH:25]=[CH:24][C:23]([C:26]([F:29])([F:28])[F:27])=[CH:22][CH:21]=1)[CH2:15][CH2:16][CH2:17][CH2:18]Cl.[Na].Cl>C(O)C>[C:1]([OH:8])(=[O:7])/[CH:2]=[CH:3]/[C:4]([OH:6])=[O:5].[NH2:9][CH2:10][CH2:11][O:12][N:13]=[C:14]([C:20]1[CH:25]=[CH:24][C:23]([C:26]([F:29])([F:28])[F:27])=[CH:22][CH:21]=1)[CH2:15][CH2:16][CH2:17][CH2:18][O:5][CH2:4][CH3:3] |f:0.1,5.6,^1:29|. Procedure details: 12 Mmol (5.1 g) of 5-chloro-4'-trifluoromethylvalerophenone O-(2-aminoethyl) oxime maleate (1:1) (melting point 121.5°-122.5° C) were added to a solution of 240 mgat. (5.5 g) of sodium in 100 ml of absolute ethanol. The mixture was heated at 70° C for 8 hours followed by neutralization at 0° C with alcoholic hydrochloric acid and the sodium chloride was filtered off. The alcohol was distilled off in vacuo and the residue was dissolved in water. 5 Ml of 50% sodium hydroxide solution were added to... Reactants: CN1CCNCC1, Cc1c(C(=O)O)c[nH]c1C=O. The product is Cc1c(C(=O)N2CCN(C)CC2)c[nH]c1C=O. As a reaction SMILES: [CH3:12][N:13]1[CH2:14][CH2:15][NH:16][CH2:17][CH2:18]1.[CH:1](=[O:2])[c:3]1[c:4]([CH3:11])[c:5]([C:8](=[O:9])[OH:10])[cH:6][nH:7]1>>[CH:1](=[O:2])[c:3]1[c:4]([CH3:11])[c:5]([C:8](=[O:10])[N:16]2[CH2:15][CH2:14][N:13]([CH3:12])[CH2:18][CH2:17]2)[cH:6][nH:7]1. Starting materials: CCOC(=O)CBr, C=CCC1C(=O)CCc2ccc(OC)cc21, CN(C)C=O, [H-], [Na+], O. Yields the product C=CCC1(CC(=O)OCC)C(=O)CCc2ccc(OC)cc21. RXN SMILES: [Br:19][CH2:20][C:21](=[O:22])[O:23][CH2:24][CH3:25].[CH2:3]([CH:4]=[CH2:5])[CH:6]1[C:7](=[O:18])[CH2:8][CH2:9][c:10]2[cH:11][cH:12][c:13]([O:16][CH3:17])[cH:14][c:15]21.[CH3:27][N:28]([CH3:29])[CH:30]=[O:31].[H-:1].[Na+:2].[OH2:26]>>[CH2:3]([CH:4]=[CH2:5])[C:6]1([CH2:20][C:21](=[O:22])[O:23][CH2:24][CH3:25])[C:7](=[O:18])[CH2:8][CH2:9][c:10]2[cH:11][cH:12][c:13]([O:16][CH3:17])[cH:14][c:15]21. The reactants are Cl (hydrochloric acid), NC=1C(=CC=CC1)C (o-toluidine), [S-]C#N.[NH4+] (ammonium thiocyanate). Solvent: ClC1=C(C=CC=C1)C (o-chlorotoluene). Reaction conditions: temperature 75 celsius, time 20 hour. Yields the product C1(=C(C=CC=C1)NC(=S)N)C (o-tolylthiourea). Isolated yield 98.3%. Reaction SMILES: [NH2:1][C:2]1[C:3]([CH3:8])=[CH:4][CH:5]=[CH:6][CH:7]=1.Cl.[S-:10][C:11]#[N:12].[NH4+]>ClC1C=CC=CC=1C>[C:3]1([CH3:8])[CH:4]=[CH:5][CH:6]=[CH:7][C:2]=1[NH:1][C:11]([NH2:12])=[S:10] |f:2.3|. Procedure: In a reactor, 107.2 g of o-toluidine and 250 ml of o-chlorotoluene were charged and 106 g of 36% hydrochloric acid was charged with stirring. The mixture was heated to 75° C. and 87.5 g of ammonium thiocyanate was admixed with the mixture and the reaction was performed at 75° to 85° C. for 20 hours. The resulting crystal was separated by a filtration and washed with water and dried to obtain 163.5 g of o-tolylthiourea having a melting point of 154° C. The product was analyzed by high speed liqui... Starting materials: CC(NC(=O)OCc1ccccc1)C(=O)O, COC(=O)c1ccc(N)cc1. Reagents/catalysts: CCN=C=NCCCN(C)C.Cl (EDC-HCl), C1=CC2=C(N=C1)N(N=N2)O (HOAt). The solvent is CN(C)C=O (DMF), CN(C)C=O (DMF), CN(C)C=O (DMF), CN(C)C=O (DMF), CN(C)C=O (DMF), CN(C)C=O (DMF). Conditions: temperature 25 celsius, time 2 hour. Product: COC(=O)c1ccc(NC(=O)C(C)NC(=O)OCc2ccccc2)cc1. Yield: 25.4%. Reaction SMILES: COC(=O)c1ccc(N)cc1.CC(NC(=O)OCc1ccccc1)C(=O)O.CCN=C=NCCCN(C)C.Cl.C1=CC2=C(N=C1)N(N=N2)O.CN(C)C=O>>COC(=O)c1ccc(NC(=O)C(C)NC(=O)OCc2ccccc2)cc1. Starting materials: CCOP(=O)(CCN)OCC, CCCCCC, CN1CC(C(=O)N(C)Cc2ccc(Cl)c(Cl)c2)=C(O)C1=O, ClCCl. Product: CCOP(=O)(CCN1CC(C(=O)N(C)Cc2ccc(Cl)c(Cl)c2)=C(O)C1=O)OCC. Reaction SMILES: [CH2:1]([CH3:2])[O:3][P:4]([O:5][CH2:6][CH3:7])(=[O:8])[CH2:9][CH2:10][NH2:11].[CH3:36][CH2:37][CH2:38][CH2:39][CH2:40][CH3:41].[Cl:12][c:13]1[cH:14][c:15]([CH2:16][N:17]([C:18](=[O:19])[C:20]2=[C:24]([OH:25])[C:23](=[O:26])[N:22]([CH3:27])[CH2:21]2)[CH3:28])[cH:29][cH:30][c:31]1[Cl:32].[Cl:33][CH2:34][Cl:35]>>[CH2:1]([CH3:2])[O:3][P:4]([O:5][CH2:6][CH3:7])(=[O:8])[CH2:9][CH2:10][N:11]1[CH2:21][C:20]([C:18]([N:17]([CH2:16][c:15]2[cH:14][c:13]([Cl:12])[c:31]([Cl:32])[cH:30][cH:29]2)[CH3:28])=[O:19])=[C:24]([OH:25])[C:23]1=[O:26]. Starting materials: CN(C)C(=O)Sc1cc(F)ccc1Br, [Na+], [OH-]. Yields the product Fc1ccc(Br)c(S)c1. Reaction SMILES: [CH3:1][N:2]([CH3:3])[C:13]([S:4][c:5]1[c:6]([Br:12])[cH:7][cH:8][c:9]([F:11])[cH:10]1)=[O:14].[Na+:16].[OH-:15]>>[SH:4][c:5]1[c:6]([Br:12])[cH:7][cH:8][c:9]([F:11])[cH:10]1. Starting materials: Cc1cc(C(C)n2ccc(C(F)(F)F)n2)ccc1N, ClCCl, CSCC(C)(C)NC(=O)c1c(I)cccc1C(=O)O, O, Cc1ccc(S(=O)(=O)O)cc1. Yields the product CSCC(C)(C)NC(=O)c1c(I)cccc1C(=O)Nc1ccc(C(C)n2ccc(C(F)(F)F)n2)cc1C. Reaction SMILES: [CH3:20][c:21]1[c:22]([NH2:23])[cH:24][cH:25][c:26]([CH:28]([CH3:29])[n:30]2[n:31][c:32]([C:35]([F:36])([F:37])[F:38])[cH:33][cH:34]2)[cH:27]1.[Cl:51][CH2:52][Cl:53].[I:1][c:2]1[c:3]([C:11](=[O:12])[NH:13][C:14]([CH2:15][S:16][CH3:17])([CH3:18])[CH3:19])[c:4]([C:5](=[O:6])[OH:7])[cH:8][cH:9][cH:10]1.[OH2:39].[c:40]1([CH3:41])[cH:42][cH:43][c:44]([S:45]([OH:46])(=[O:47])=[O:48])[cH:49][cH:50]1>>[I:1][c:2]1[c:3]([C:11](=[O:12])[NH:13][C:14]([CH2:15][S:16][CH3:17])([CH3:18])[CH3:19])[c:4]([C:5](=[O:7])[NH:23][c:22]2[c:21]([CH3:20])[cH:27][c:26]([CH:28]([CH3:29])[n:30]3[n:31][c:32]([C:35]([F:36])([F:37])[F:38])[cH:33][cH:34]3)[cH:25][cH:24]2)[cH:8][cH:9][cH:10]1.